From a dataset of the Open Reaction Database (ORD), a public repository of structured organic reaction records. describe an organic reaction: reactants, conditions, products, and yield Starting materials: C(=O)(O)[O-].[Na+] (NaHCO3), COC=1C=CC(=NC1)COC(C)=O (Acetic acid 5-methoxy-pyridin-2-ylmethyl ester), C(=O)([O-])[O-].[K+].[K+] (K2CO3). The solvent is Cl (HCl). Reaction conditions: temperature 105 celsius, time 80 minute. Product: COC=1C=CC(=NC1)CO ((5-Methoxy-pyridin-2-yl)-methanol). Reaction SMILES: [CH3:1][O:2][C:3]1[CH:4]=[CH:5][C:6]([CH2:9][O:10]C(=O)C)=[N:7][CH:8]=1.C([O-])(O)=O.[Na+].C([O-])([O-])=O.[K+].[K+]>Cl>[CH3:1][O:2][C:3]1[CH:4]=[CH:5][C:6]([CH2:9][OH:10])=[N:7][CH:8]=1 |f:1.2,3.4.5|. Procedure: Acetic acid 5-methoxy-pyridin-2-ylmethyl ester (10.5 g, 58 mmol) was dissolved in HCl (25%, 30 ml) and the resultant reaction mixture was stirred at ca. 105° C. for 80 min under an argon atmosphere. Solid NaHCO3 was added in portions followed by aqueous K2CO3 solution to achieve an alkaline pH 10. This resultant mixture was extracted with ethyl acetate (4×) and the combined organic extracts were washed with water, brine, dried (MgSO4) filtered and then concentrated under reduced pressure. The cr...